From a dataset of the Open Reaction Database (ORD), a public repository of structured organic reaction records. describe an organic reaction: reactants, conditions, products, and yield Starting materials: CN1CCCC1=O, CCOC(C)=O, Clc1cnc(Cl)cn1, CC(C)(C)OC(=O)N1CCC(C2CCNCC2)CC1, C1CCC2=NCCCN2CC1. Yields the product CC(C)(C)OC(=O)N1CCC(C2CCN(c3cnc(Cl)cn3)CC2)CC1. As a reaction SMILES: [CH3:39][N:40]1[CH2:41][CH2:42][CH2:43][C:44]1=[O:45].[CH3:46][CH2:47][O:48][C:49](=[O:50])[CH3:51].[Cl:20][c:21]1[n:22][cH:23][c:24]([Cl:27])[n:25][cH:26]1.[N:1]1([C:13](=[O:14])[O:15][C:16]([CH3:17])([CH3:18])[CH3:19])[CH2:2][CH2:3][CH:4]([CH:7]2[CH2:8][CH2:9][NH:10][CH2:11][CH2:12]2)[CH2:5][CH2:6]1.[N:28]12[CH2:29][CH2:30][CH2:31][N:32]=[C:33]1[CH2:34][CH2:35][CH2:36][CH2:37][CH2:38]2>>[N:1]1([C:13](=[O:14])[O:15][C:16]([CH3:17])([CH3:18])[CH3:19])[CH2:2][CH2:3][CH:4]([CH:7]2[CH2:8][CH2:9][N:10]([c:24]3[cH:23][n:22][c:21]([Cl:20])[cH:26][n:25]3)[CH2:11][CH2:12]2)[CH2:5][CH2:6]1. Starting materials: C[Si](C)(C)OC(=O)C1C(=CN2C([C@H]([C@H]2S1)N[Si](C)(C)C)=O)\C=C\CI ((E)-(6R,7R)-3-(3-iodo-propenyl)-8-oxo-7-trimethylsilanylamino-5-thia-1-aza-bicyclo[4.2.0]oct-2-ene-4-carboxylic acid trimethylsilanyl ester), C1CN2CCN1CC2 (1,4-diazobicyclo[2.2.2]octane), crude product, O (water), CC(C)O (2-propanol). The solvent is ClCCl (dichloromethane), C(C)#N (acetonitrile). Reaction conditions: time 4 hour. Product: I.I.N[C@H]1[C@H]2SCC(=C(N2C1=O)C(=O)O)\C=C\C[N+]12CCN(CC1)CC2 ((E)-(6R,7R)-7-amino-3-[3-(4-aza-1-azonia-bicyclo[2,2,2]octan-1-yl)-propenyl]-8-oxo-5-thia-1-aza-bicyclo[4.2.0]oct-2-ene-2-carboxylic acid dihydroiodide). Reaction SMILES: C[Si](OC([CH:8]1[S:15][C@H:14]2[N:11]([C:12](=[O:21])[C@H:13]2[NH:16][Si](C)(C)C)[CH:10]=[C:9]1/[CH:22]=[CH:23]/[CH2:24][I:25])=O)(C)C.[CH2:26]1[N:31]2[CH2:32][CH2:33][N:28]([CH2:29][CH2:30]2)[CH2:27]1.C[CH:35]([OH:37])C.[OH2:38]>ClCCl.C(#N)C>[IH:25].[IH:25].[NH2:16][C@@H:13]1[C:12](=[O:21])[N:11]2[C@@H:14]1[S:15][CH2:8][C:9](/[CH:22]=[CH:23]/[CH2:24][N+:28]13[CH2:33][CH2:32][N:31]([CH2:30][CH2:29]1)[CH2:26][CH2:27]3)=[C:10]2[C:35]([OH:37])=[O:38] |f:6.7.8|. Procedure details: To a solution of 30.6 g (0.06 mol) of (E)-(6R,7R)-3-(3-iodo-propenyl)-8-oxo-7-trimethylsilanylamino-5-thia-1-aza-bicyclo[4.2.0]oct-2-ene-4-carboxylic acid trimethylsilanyl ester in 0.22 l of dichloromethane was added at 0° over 5 min a solution of 16.8 g (0.15 mol) of 1,4-diazobicyclo[2.2.2]octane in 0.15 l of acetonitrile. The dark reaction mixture was stirred at 0° for 4 h and then, 0.15 l of 2-propanol were added over 3 min, a precipitate being formed. After stirring was continued for 0.5 h, ... Reactants: CC(C)CCBr, O=C([O-])[O-], COCCOC, ClCCl, [Cs+], [Cs+], [Na+], [OH-], C=C1CC2COC(=O)C2(Cc2ccc(O)cc2)C1. The product is C=C1CC2COC(=O)C2(Cc2ccc(OCCC(C)C)cc2)C1. Reaction SMILES: [Br:19][CH2:20][CH2:21][CH:22]([CH3:23])[CH3:24].[C:25](=[O:26])([O-:27])[O-:28].[CH2:33]([CH2:34][O:35][CH3:36])[O:37][CH3:38].[Cl:39][CH2:40][Cl:41].[Cs+:29].[Cs+:30].[Na+:32].[OH-:31].[OH:1][c:2]1[cH:3][cH:4][c:5]([CH2:6][C:7]23[C:8](=[O:16])[O:9][CH2:10][CH:11]2[CH2:12][C:13](=[CH2:15])[CH2:14]3)[cH:17][cH:18]1>>[O:1]([c:2]1[cH:3][cH:4][c:5]([CH2:6][C:7]23[C:8](=[O:16])[O:9][CH2:10][CH:11]2[CH2:12][C:13](=[CH2:15])[CH2:14]3)[cH:17][cH:18]1)[CH2:20][CH2:21][CH:22]([CH3:23])[CH3:24]. Reactants: OC(=O)C(F)(F)F.C1(CCC1)NC1=C(N=C2C(=N1)CNCC2)N2CCC(CC2)OC2=C(C=C(C=C2)OC)F (N-cyclobutyl-2-(4-(2-fluoro-4-methoxyphenoxy)piperidin-1-yl)-5,6,7,8-tetrahydropyrido[3,4-b]pyrazin-3-amine TFA salt), C(C)(=O)OC(C)=O (acetic anhydride), N1=CC=CC=C1 (pyridine). Isolated yield 895.5%. As a reaction SMILES: [OH:1][C:2]([C:4]([F:7])([F:6])[F:5])=[O:3].[CH:8]1([NH:12][C:13]2[N:18]=[C:17]3[CH2:19][NH:20][CH2:21][CH2:22][C:16]3=[N:15][C:14]=2[N:23]2[CH2:28][CH2:27][CH:26]([O:29][C:30]3[CH:35]=[CH:34][C:33]([O:36][CH3:37])=[CH:32][C:31]=3[F:38])[CH2:25][CH2:24]2)[CH2:11][CH2:10][CH2:9]1.C(OC(=O)C)(=O)C.N1C=CC=CC=1>C(Cl)Cl>[CH:8]1([NH:12][C:13]2[N:18]=[C:17]3[CH2:19][N:20]([C:2](=[O:1])[CH3:4])[CH2:21][CH2:22][C:16]3=[N:15][C:14]=2[N:23]2[CH2:28][CH2:27][CH:26]([O:29][C:30]3[CH:35]=[CH:34][C:33]([O:36][CH3:37])=[CH:32][C:31]=3[F:38])[CH2:25][CH2:24]2)[CH2:9][CH2:10][CH2:11]1.[C:2]([OH:3])([C:4]([F:7])([F:6])[F:5])=[O:1] |f:0.1|. Reaction conditions: time 30 minute. Product: C1(CCC1)NC1=C(N=C2C(=N1)CN(CC2)C(C)=O)N2CCC(CC2)OC2=C(C=C(C=C2)OC)F (1-(3-(cyclobutylamino)-2-(4-(2-fluoro-4-methoxyphenoxy)piperidin-1-yl)-7,8-dihydropyrido[3,4-b]pyrazin-6(5H)-yl)ethanone), C(=O)(C(F)(F)F)O (TFA). Procedure: A mixture of N-cyclobutyl-2-(4-(2-fluoro-4-methoxyphenoxy)piperidin-1-yl)-5,6,7,8-tetrahydropyrido[3,4-b]pyrazin-3-amine TFA salt (10.1 mg, 0.019 mmol), acetic anhydride (3.8 mg, 0.037 mmol) and pyridine (4 mg, 0.056 mmol) in DCM (190 μL) was stirred at room temperature for 30 min. The mixture was purified by HPLC Method A to give the title compound as a TFA salt (9.7 mg, 89%) as a yellow film. 1H NMR (400 MHz, methanol-d4, mixture of rotamers) δ ppm 1.78-1.87 (m, 2H), 1.91-2.01 (m, 2H), 2.03-2.... Solvent: C(Cl)Cl (DCM). Procedure details: The mesogenic group (R)-4'-(1-ethoxycarbonyl-1-ethoxy)-phenyl-4-[4-(9-decenyloxy)-phenyl]-benzoate 1 was synthesized as follows. 4'-(9-decenyloxy)biphenyl-4 carboxylic acid 1 was prepared by reacting hydroxybiphenyl carboxylic acid methyl ester with 10-bromo-1-decene in DMF containing NaH followed by hydrolysis. Compound 2 was synthesized by coupling of ethyl-(S)-2 hydroxypropionate with p-(benzyloxy)phenol. Hydrogenolysis of 2 by Palladium on activated charcoal led to the formation of the pheno... The product is C(CCCCCCCC=C)OC1=CC=C(C=C1)C1=CC=C(C=C1)C(=O)O (4'-(9-decenyloxy)biphenyl-4 carboxylic acid), acid chloride. The reactants are C(C)OC([C@H](C)O)=O (ethyl-(S)-2 hydroxypropionate), C(C1=CC=CC=C1)OC1=CC=C(C=C1)O (p-(benzyloxy)phenol), [H-].[Na+] (NaH), COC(=O)C=1C(=CC=CC1O)C1=CC=CC=C1 (hydroxybiphenyl carboxylic acid methyl ester), BrCCCCCCCCC=C (10-bromo-1-decene), C1(=CC=CC=C1)O (phenol). Solvent: CN(C)C=O (DMF), N1=CC=CC=C1 (pyridine). As a reaction SMILES: C[O:2][C:3]([C:5]1[C:6](C2C=CC=CC=2)=[CH:7][CH:8]=[CH:9][C:10]=1O)=[O:4].Br[CH2:19][CH2:20][CH2:21][CH2:22][CH2:23][CH2:24][CH2:25][CH2:26][CH:27]=[CH2:28].[H-].[Na+].C(OC(=O)[C@@H](O)C)C.C(OC1C=CC(O)=CC=1)C1C=CC=CC=1.[C:54]1([OH:60])[CH:59]=[CH:58][CH:57]=[CH:56][CH:55]=1>CN(C=O)C.[Pd].N1C=CC=CC=1>[CH2:19]([O:60][C:54]1[CH:59]=[CH:58][C:57]([C:8]2[CH:7]=[CH:6][C:5]([C:3]([OH:4])=[O:2])=[CH:10][CH:9]=2)=[CH:56][CH:55]=1)[CH2:20][CH2:21][CH2:22][CH2:23][CH2:24][CH2:25][CH2:26][CH:27]=[CH2:28] |f:2.3|. Reagents/catalysts: [Pd] (Palladium on activated charcoal). Reactants: CC1=C(C=2C(=NC=CC2)N1)C (2,3-dimethylpyrrolo[2,3-b]pyridine), BrBr (bromine), C(C)(=O)O (acetic acid). Product: OCC1=C(C=2C(=NC=CC2)N1)C (2-hydroxymethyl-3-methylpyrrolo[2,3-b]pyridine). As a reaction SMILES: [CH3:1][C:2]1[NH:10][C:5]2=[N:6][CH:7]=[CH:8][CH:9]=[C:4]2[C:3]=1[CH3:11].BrBr.C(O)(=[O:16])C>>[OH:16][CH2:1][C:2]1[NH:10][C:5]2=[N:6][CH:7]=[CH:8][CH:9]=[C:4]2[C:3]=1[CH3:11]. Procedure: 2,3-dimethylpyrrolo[2,3-b]pyridine(0,2 g 0.0014 mol) was treated in 3 ml acetic acid with an equimolecular amount of bromine and after 5 min yellow precipitate was formed. The solid was filtered off and treated with 3 ml water for 60 min. The mixture was made alkaline with bicarbonate and extracted with methylene chloride. When the organic layer had been dried and evaporated the product was isolated as a yellow oil. (0,12 g, 53%). The reactants are CC1=CC\2=C(N(CCC/C2=N/C=2N=NN(N2)C)C(=O)OCC2=CC=CC=C2)C(=C1)C ((Z)-benzyl 7,9-dimethyl-5-(2-methyl-2H-tetrazol-5-ylimino)-2,3,4,5-tetrahydro-1H-benzo[b]azepine-1-carboxylate), CC1=CC/2=C(N(CC/C=C2/NC=2N=NN(N2)C)C(=O)OCC2=CC=CC=C2)C(=C1)C ((E)-benzyl 7,9-dimethyl-5-(2-methyl-2H-tetrazol-5-ylamino)-2,3-dihydro-1H-benzo[b]azepine-1-carboxylate), S-(−)-2,2′-bis(diphenylphosphino)-1,1′-binaphthyl, chloro-bis((1,2,5,6 eta)-1,5-cyclooctadiene)diiridium, Ir2Cl2(COD)2, C1(=CC=CC=C1)C (toluene). Reaction conditions: temperature 100 celsius. The product is CC1=CC2=C(N(CCC[C@@H]2NC=2N=NN(N2)C)C(=O)OCC2=CC=CC=C2)C(=C1)C ((S)-benzyl 7,9-dimethyl-5-(2-methyl-2H-tetrazol-5-ylamino)-2,3,4,5-tetrahydro-1H-benzo[b]azepine-1-carboxylate). RXN SMILES: [CH3:1][C:2]1[CH:29]=[C:28]([CH3:30])[C:5]2[N:6]([C:18]([O:20][CH2:21][C:22]3[CH:27]=[CH:26][CH:25]=[CH:24][CH:23]=3)=[O:19])[CH2:7][CH2:8][CH2:9]/[C:10](=[N:11]/[C:12]3[N:13]=[N:14][N:15]([CH3:17])[N:16]=3)/[C:4]=2[CH:3]=1.CC1C=C(C)C2N(C(OCC3C=CC=CC=3)=O)CCC=C(NC3N=NN(C)N=3)C=2C=1.C1(C)C=CC=CC=1>>[CH3:1][C:2]1[CH:29]=[C:28]([CH3:30])[C:5]2[N:6]([C:18]([O:20][CH2:21][C:22]3[CH:27]=[CH:26][CH:25]=[CH:24][CH:23]=3)=[O:19])[CH2:7][CH2:8][CH2:9][C@H:10]([NH:11][C:12]3[N:13]=[N:14][N:15]([CH3:17])[N:16]=3)[C:4]=2[CH:3]=1. Reported procedure: Charge an autoclave with a mixture of (Z)-benzyl 7,9-dimethyl-5-(2-methyl-2H-tetrazol-5-ylimino)-2,3,4,5-tetrahydro-1H-benzo[b]azepine-1-carboxylate and (E)-benzyl 7,9-dimethyl-5-(2-methyl-2H-tetrazol-5-ylamino)-2,3-dihydro-1H-benzo[b]azepine-1-carboxylate (4.04 g, 10 mmole), S-(−)-2,2′-bis(diphenylphosphino)-1,1′-binaphthyl((S)-BINAP, 60 mg, 96.3 μmoles), KI (415 mg 24 mmoles, KI can be deleted if desired) and di chloro-bis((1,2,5,6 eta)-1,5-cyclooctadiene)diiridium (Ir2Cl2(COD)2 (927 mg 40.2 μ...